This data is from the Open Reaction Database (ORD), a public repository of structured organic reaction records. The task is: describe an organic reaction: reactants, conditions, products, and yield Reactants: C(=O)NC1=C(C=C(C=C1)Cl)C (2-formylamino-5-chlorotoluene). Solvent: CO (methanol). The product is C(=O)NC1=C(C=CC=C1)C (2-formylaminotoluene). RXN SMILES: [CH:1]([NH:3][C:4]1[CH:9]=[CH:8][C:7](Cl)=[CH:6][C:5]=1[CH3:11])=[O:2]>CO>[CH:1]([NH:3][C:4]1[CH:9]=[CH:8][CH:7]=[CH:6][C:5]=1[CH3:11])=[O:2]. Procedure details: Splitting of the 2-formylamino-5-chlorotoluene, formed on chlorination of 2-formylaminotoluene, with methanol is performed at a temperature of between 20° and 60° C., preferably at between 25° and 30° C. The reaction duration is about 1 to 2 hours.